describe an organic reaction: reactants, conditions, products, and yield From a dataset of the Open Reaction Database (ORD), a public repository of structured organic reaction records. The reactants are Fc1cc(CBr)ccc1CBr, NCc1ccc(CN)c(Cl)c1. Product: NCc1ccc(CN)c(F)c1. RXN SMILES: [Br:1][CH2:2][c:3]1[cH:4][cH:5][c:6]([CH2:7][Br:8])[cH:9][c:10]1[F:11].[NH2:12][CH2:13][c:14]1[c:15]([Cl:22])[cH:16][c:17]([CH2:18][NH2:19])[cH:20][cH:21]1>>[F:11][c:15]1[c:14]([CH2:13][NH2:12])[cH:21][cH:20][c:17]([CH2:18][NH2:19])[cH:16]1. Reactants: Cc1cc(Br)ccc1C#N, OB(O)c1ccccc1. Product: Cc1cc(-c2ccccc2)ccc1C#N. Reaction SMILES: [Br:1][c:2]1[cH:3][c:4]([CH3:10])[c:5]([C:6]#[N:7])[cH:8][cH:9]1.[OH:11][B:12]([OH:13])[c:14]1[cH:15][cH:16][cH:17][cH:18][cH:19]1>>[c:2]1(-[c:14]2[cH:15][cH:16][cH:17][cH:18][cH:19]2)[cH:3][c:4]([CH3:10])[c:5]([C:6]#[N:7])[cH:8][cH:9]1. Starting materials: ClCCOC1=CC=C(C(=O)Cl)C=C1 (4-(2-Chloroethoxy)benzoyl chloride), N1CCOCC1 (Morpholine). The solvent is C(Cl)Cl (methylene chloride). Product: ClCCOC1=CC=C(C(=O)N2CCOCC2)C=C1 (4-{4-[2-Chloroethoxy]benzoyl}morpholine). As a reaction SMILES: [Cl:1][CH2:2][CH2:3][O:4][C:5]1[CH:13]=[CH:12][C:8]([C:9](Cl)=[O:10])=[CH:7][CH:6]=1.[NH:14]1[CH2:19][CH2:18][O:17][CH2:16][CH2:15]1>C(Cl)Cl>[Cl:1][CH2:2][CH2:3][O:4][C:5]1[CH:13]=[CH:12][C:8]([C:9]([N:14]2[CH2:19][CH2:18][O:17][CH2:16][CH2:15]2)=[O:10])=[CH:7][CH:6]=1. Procedure: 4-(2-Chloroethoxy)benzoyl chloride (5.0 g) was dissolved in dry methylene chloride and stirred while cooling to 0°. Morpholine (4.0 g) was added dropwise and the mixture was stirred at room temperature for 2 days. The resultant colourless solid was filtered off and the liquors allowed to stand from which the title compound crystallised (5.5 g), m.p. 102°-104°. The reactants are O=P12OP3(=O)OP(=O)(O1)OP(=O)(O2)O3 (phosphorus pentoxide), O=P12OP3(=O)OP(=O)(O1)OP(=O)(O2)O3 (P2O5), C(CCC)OCCO (2-Butoxyethanol), O=P12OP3(=O)OP(=O)(O1)OP(=O)(O2)O3 (P2O5). Run in C(Cl)Cl (methylene chloride). Product: C(CCC)OCCOP(=O)(OCCOCCCC)OP(=O)(O)O (Bis-(2-n-butoxyethyl) Diphosphoric Acid). Reaction SMILES: [O:1]=[P:2]12[O:13][P:11]3([O:14]P(OP([O:10]3)([O:9]1)=O)(=O)[O:3]2)=[O:12].[CH2:15]([O:19][CH2:20][CH2:21]O)[CH2:16][CH2:17][CH3:18]>C(Cl)Cl>[CH2:15]([O:19][CH2:20][CH2:21][O:10][P:11]([O:13][P:2]([OH:9])([OH:3])=[O:1])([O:14][CH2:21][CH2:20][O:19][CH2:15][CH2:16][CH2:17][CH3:18])=[O:12])[CH2:16][CH2:17][CH3:18]. Procedure details: To a reaction flask containing 500 ml of methylene chloride under a nitrogen atmosphere is added with stirring phosphorus pentoxide (270 g, 1.9 moles). 2-Butoxyethanol (425 g, 3.6 moles) is added from a dropping funnel over about 2 hr, during which a gentle reflux occurs. At the end of the addition, only a small amount of unreacted P2O5 remains. The contents of the flask are a clear yellow solution. At the end of 24 h additional reaction, the contents of the flask are darker in color and no P2O5... Procedure: The I'-A isomer (2 g) of 1-p-chlorophenyl-4,4-dimethyl-2-(1,2,4-triazole-1-yl)-1-pentene-3-ol (Compound No. 1) was dissolved in dimethylformamide (20 cc), and 65% oily sodium hydride (0.26 g) was added thereto. After stirring for 1 hour at room temperature, the reaction mixture was cooled to 10° C., and methyl iodide (1 g) was added. After standing at room temperature for 20 hours, the solvent was removed under reduced pressure, and the residue obtained was extracted with addition of ice water (... Isolated yield 76.3%. Run in CN(C=O)C (dimethylformamide). As a reaction SMILES: [Cl:1][C:2]1[CH:7]=[CH:6][C:5]([CH:8]=[C:9]([N:16]2[CH:20]=[N:19][CH:18]=[N:17]2)[CH:10]([OH:15])[C:11]([CH3:14])([CH3:13])[CH3:12])=[CH:4][CH:3]=1.[H-].[Na+].[CH3:23]I>CN(C)C=O>[Cl:1][C:2]1[CH:7]=[CH:6][C:5]([CH:8]=[C:9]([N:16]2[CH:20]=[N:19][CH:18]=[N:17]2)[CH:10]([O:15][CH3:23])[C:11]([CH3:14])([CH3:13])[CH3:12])=[CH:4][CH:3]=1 |f:1.2|. Reactants: [H-].[Na+] (sodium hydride), ClC1=CC=C(C=C1)C=C(C(C(C)(C)C)O)N1N=CN=C1 (1-p-chlorophenyl-4,4-dimethyl-2-(1,2,4-triazole-1-yl)-1-pentene-3-ol), CI (methyl iodide). Conditions: time 1 hour. Product: ClC1=CC=C(C=C1)C=C(C(C(C)(C)C)OC)N1N=CN=C1 (1-(4-chlorophenyl)-4,4-dimethyl-3-methoxy-2-(1,2,4-triazole-1-yl)-1-pentene). Starting materials: ClCCl, CN(C)C=O, CCOC(C)=O, CS(=O)(=O)c1ccc(C(CC2CCCC2)C(=O)O)cc1[N+](=O)[O-], CCN(C(C)C)C(C)C, O=C(Cl)C(=O)Cl, Cl, Nc1cc[nH]c(=O)n1, O. The product is CS(=O)(=O)c1ccc(C(CC2CCCC2)C(=O)Nc2cc[nH]c(=O)n2)cc1[N+](=O)[O-]. As a reaction SMILES: [CH2:48]([Cl:49])[Cl:50].[CH3:51][N:52]([CH3:53])[CH:54]=[O:55].[CH3:57][CH2:58][O:59][C:60](=[O:61])[CH3:62].[CH:1]1([CH2:6][CH:7]([C:8](=[O:9])[OH:10])[c:11]2[cH:12][c:13]([N+:21](=[O:22])[O-:23])[c:14]([S:17](=[O:18])(=[O:19])[CH3:20])[cH:15][cH:16]2)[CH2:2][CH2:3][CH2:4][CH2:5]1.[CH:38]([N:39]([CH2:40][CH3:41])[CH:42]([CH3:43])[CH3:44])([CH3:45])[CH3:46].[Cl:24][C:25]([C:26]([Cl:27])=[O:28])=[O:29].[ClH:47].[NH2:30][c:31]1[cH:32][cH:33][nH:34][c:35](=[O:36])[n:37]1.[OH2:56]>>[CH:1]1([CH2:6][CH:7]([C:8](=[O:9])[NH:30][c:31]2[cH:32][cH:33][nH:34][c:35](=[O:36])[n:37]2)[c:11]2[cH:12][c:13]([N+:21](=[O:22])[O-:23])[c:14]([S:17](=[O:18])(=[O:19])[CH3:20])[cH:15][cH:16]2)[CH2:2][CH2:3][CH2:4][CH2:5]1.